From a dataset of the Open Reaction Database (ORD), a public repository of structured organic reaction records. describe an organic reaction: reactants, conditions, products, and yield The reactants are C(C=CC1=CC=CC=C1)#N (cinnamonitrile), CC1=CC(=NN1)N (5-methyl-1H-pyrazole-3-amine), N1CCCC1 (pyrrolidine). Yields the product CC1=CC(=NN1)NC1=NC(=NC(=C1)N1CCCC1)C=CC1=CC=CC=C1 (N-(5-methyl-1H-pyrazol-3-yl)-6-(pyrrolidin-1-yl)-2-styrylpyrimidin-4-amine). Reaction SMILES: [C:1](#[N:10])[CH:2]=[CH:3][C:4]1[CH:9]=[CH:8][CH:7]=[CH:6][CH:5]=1.[CH3:11][C:12]1[NH:16][N:15]=[C:14]([NH2:17])[CH:13]=1.[NH:18]1[CH2:22][CH2:21][CH2:20][CH2:19]1>>[CH3:11][C:12]1[NH:16][N:15]=[C:14]([NH:17][C:3]2[CH:2]=[C:1]([N:18]3[CH2:22][CH2:21][CH2:20][CH2:19]3)[N:10]=[C:1]([CH:2]=[CH:3][C:4]3[CH:9]=[CH:8][CH:7]=[CH:6][CH:5]=3)[N:10]=2)[CH:13]=1. Reported procedure: Example 76 was synthesized via Scheme 6 according to the general scheme provided above with the appropriate starting materials cinnamonitrile, 5-methyl-1H-pyrazole-3-amine, and pyrrolidine. Structure of the target was confirmed by 1H-NMR. The 1H-NMR is attached. Reactants: [Na] (sodium), NC1=NC(=CC(=N1)N)Cl (2,4-diamino-6-chloropyrimidine), C(CC(C)C)O (isopentyl alcohol), [Na+].[Cl-] (NaCl). Run at time 11 hour. Yields the product CC(CCOC1=CC(=NC(=N1)N)N)C (6-(3-Methylbutoxy)-2,4-diaminopyrimidine). Isolated yield 88.0%. As a reaction SMILES: [Na].[NH2:2][C:3]1[N:8]=[C:7]([NH2:9])[CH:6]=[C:5](Cl)[N:4]=1.[Na+].[Cl-].[CH2:13]([OH:18])[CH2:14][CH:15]([CH3:17])[CH3:16]>>[CH3:16][CH:15]([CH3:17])[CH2:14][CH2:13][O:18][C:5]1[N:4]=[C:3]([NH2:2])[N:8]=[C:7]([NH2:9])[CH:6]=1 |f:2.3,^1:0|. Procedure details: To a solution of 6.9 g (0.30 mol) sodium in 200 ml isopentyl alcohol were added 43.4 g (0.30 mol) 2,4-diamino-6-chloropyrimidine. The mixture was heated under reflux with stirring for 11 h. The reaction mixture was then stirred at 80° C. for a further 36 h. After the reaction was ended the precipitated NaCl was separated off and the solution was concentrated to dryness. The residue was repeatedly taken up in ethanol and again concentrated in order to remove residual isopentyl alcohol. After dryi... Starting materials: diol, OC1C2CCC(C(CC1)O)N2C (2,5-dihydroxy-9-methyl-9-azabicyclo[4.2.1]nonane), C(C)(C)(C)C=1C=C(C=C(C1O)C(C)(C)C)CCC(=O)O (3-(3,5-di-tert-butyl-4-hydroxyphenyl)propionic acid). The reagents and catalysts are [Ti] (titanium). Solvent: CCOCC (ether), C=1(C(=CC=CC1)C)C (xylene). The product is C(C)(C)(C)C=1C=C(C=C(C1O)C(C)(C)C)CCC(=O)OC1C2CCC(C(CC1)N2C)OC(CCC2=CC(=C(C(=C2)C(C)(C)C)O)C(C)(C)C)=O (2,6-bis{3-(3,5-di-tert-butyl-4-hydroxyphenyl)-propionyloxy}-9-methyl-9-azabicyclo[3.3.1]nonane). Yield: 56.6%. RXN SMILES: O[CH:2]1[CH2:9][CH2:8][CH:7]([OH:10])[CH:6]2[N:11]([CH3:12])[CH:3]1[CH2:4][CH2:5]2.[C:13]([C:17]1[CH:18]=[C:19]([CH2:28][CH2:29][C:30]([OH:32])=[O:31])[CH:20]=[C:21]([C:24]([CH3:27])([CH3:26])[CH3:25])[C:22]=1[OH:23])([CH3:16])([CH3:15])[CH3:14]>C1(C)C(C)=CC=CC=1.CCOCC.[Ti]>[C:13]([C:17]1[CH:18]=[C:19]([CH2:28][CH2:29][C:30]([O:32][CH:3]2[CH2:4][CH2:5][CH:6]3[N:11]([CH3:12])[CH:2]2[CH2:9][CH2:8][CH:7]3[O:10][C:30](=[O:31])[CH2:29][CH2:28][C:19]2[CH:20]=[C:21]([C:24]([CH3:25])([CH3:27])[CH3:26])[C:22]([OH:23])=[C:17]([C:13]([CH3:16])([CH3:15])[CH3:14])[CH:18]=2)=[O:31])[CH:20]=[C:21]([C:24]([CH3:25])([CH3:26])[CH3:27])[C:22]=1[OH:23])([CH3:16])([CH3:14])[CH3:15]. Procedure: In a nitrogen atmosphere a stirred mixture of the diol mixture 2,6-dihydroxy-9-methyl-9-azabicyclo[3.3.1]nonane and 2,5-dihydroxy-9-methyl-9-azabicyclo[4.2.1]nonane (4.28 g., 0.025 mole), 3-(3,5-di-tert-butyl-4-hydroxyphenyl)propionic acid (15.3 g, 0.055 mole) and 0.7 ml of titanium tetraisopripylate in 100 ml of xylene was heated under reflux in a flask equipped with a Dean-Stark trap for 14 hours. The xylene was evaporated under reduced pressure and the residue thus obtained was dissolved in e...